From a dataset of the Open Reaction Database (ORD), a public repository of structured organic reaction records. describe an organic reaction: reactants, conditions, products, and yield Starting materials: COC1=CC=2CC[C@H]3[C@@H]4CC=C([C@@]4(C)CC[C@@H]3C2C=C1)C(=O)O (3-Methoxyestra-1,3,5(10),16-tetraene-17-carboxylic acid), COC1=CC=2CC[C@H]3[C@@H]4CC=C([C@@]4(C)CC[C@@H]3C2C=C1)C(=O)O (3-Methoxyestra-1,3,5(10),16-tetraene-17-carboxylic acid), C(C(=O)Cl)(=O)Cl (oxalyl chloride). Solvent: ClCCl (dichloromethane). Run at time 4 hour. Yields the product COC1=CC=2CC[C@H]3[C@@H]4CC=C([C@@]4(C)CC[C@@H]3C2C=C1)C(=O)OC (methyl 3-methoxyestra-1,3,5(10), 16-tetraene-17-carboxylate). Reaction SMILES: [CH3:1][O:2][C:3]1[CH:20]=[CH:19][C:18]2[C@@H:17]3[C@H:8]([C@H:9]4[C@@:13]([CH2:15][CH2:16]3)([CH3:14])[C:12]([C:21]([OH:23])=[O:22])=[CH:11][CH2:10]4)[CH2:7][CH2:6][C:5]=2[CH:4]=1.[C:24](Cl)(=O)C(Cl)=O>ClCCl>[CH3:1][O:2][C:3]1[CH:20]=[CH:19][C:18]2[C@@H:17]3[C@H:8]([C@H:9]4[C@@:13]([CH2:15][CH2:16]3)([CH3:14])[C:12]([C:21]([O:23][CH3:24])=[O:22])=[CH:11][CH2:10]4)[CH2:7][CH2:6][C:5]=2[CH:4]=1. Procedure details: 3-Methoxyestra-1,3,5(10),16-tetraene-17-carboxylic acid (Compound J) (2.00 g) obtained according to the method described in Tetrahedron Letters, 26: 1109 (1985) was dissolved in dichloromethane (75 mL), and oxalyl chloride (2.3 mL) was added thereto under ice-cooling, followed by stirring at room temperature for 4 hours. After completion of the reaction, the reaction solution was concentrated, the residue was dissolved in dichloromethane (60 mL), and methanol (30 mL) and triethylamine (3.58 mL) ... Starting materials: CC(=O)[O-], CC(=O)[O-], CC(=O)[O-], CC(=O)[O-], CN1C(C)(C)CC(=NO)CC1(C)C, CC(C)(C)C(=O)O, [Pb+4]. The product is CN1C(C)(C)CC(N=O)(OC(=O)C(C)(C)C)CC1(C)C. Reaction SMILES: [C:14]([O-:15])(=[O:16])[CH3:17].[C:18]([O-:19])(=[O:20])[CH3:21].[C:22]([O-:23])(=[O:24])[CH3:25].[C:26]([O-:27])(=[O:28])[CH3:29].[CH3:1][N:2]1[C:3]([CH3:12])([CH3:13])[CH2:4][C:5](=[N:10][OH:11])[CH2:6][C:7]1([CH3:8])[CH3:9].[CH3:31][C:32]([C:33](=[O:34])[OH:35])([CH3:36])[CH3:37].[Pb+4:30]>>[CH3:1][N:2]1[C:3]([CH3:12])([CH3:13])[CH2:4][C:5]([N:10]=[O:11])([O:35][C:33]([C:32]([CH3:31])([CH3:36])[CH3:37])=[O:34])[CH2:6][C:7]1([CH3:8])[CH3:9]. The reactants are CCOC(C)=O, CN1CCN(S(=O)(=O)c2ccc(C(CC3CCCC3)C(=O)O)cc2)CC1, Cl, Cl, CN(C)C=O, O, Nc1nccc2ccccc12, c1ccncc1. The product is CN1CCN(S(=O)(=O)c2ccc(C(CC3CCCC3)C(=O)Nc3nccc4ccccc34)cc2)CC1. As a reaction SMILES: [CH3:50][CH2:51][O:52][C:53](=[O:54])[CH3:55].[CH:2]1([CH2:7][CH:8]([C:9](=[O:10])[OH:11])[c:12]2[cH:13][cH:14][c:15]([S:18](=[O:19])(=[O:20])[N:21]3[CH2:22][CH2:23][N:24]([CH3:27])[CH2:25][CH2:26]3)[cH:16][cH:17]2)[CH2:3][CH2:4][CH2:5][CH2:6]1.[ClH:1].[ClH:57].[O:39]=[CH:40][N:41]([CH3:42])[CH3:43].[OH2:56].[c:28]1([NH2:38])[n:29][cH:30][cH:31][c:32]2[cH:33][cH:34][cH:35][cH:36][c:37]12.[cH:44]1[cH:45][cH:46][n:47][cH:48][cH:49]1>>[CH:2]1([CH2:7][CH:8]([C:9](=[O:11])[NH:38][c:28]2[n:29][cH:30][cH:31][c:32]3[cH:33][cH:34][cH:35][cH:36][c:37]23)[c:12]2[cH:13][cH:14][c:15]([S:18](=[O:19])(=[O:20])[N:21]3[CH2:22][CH2:23][N:24]([CH3:27])[CH2:25][CH2:26]3)[cH:16][cH:17]2)[CH2:3][CH2:4][CH2:5][CH2:6]1.